This data is from the Open Reaction Database (ORD), a public repository of structured organic reaction records. The task is: describe an organic reaction: reactants, conditions, products, and yield Reactants: C(C)(=O)NC=1C(=CC(=C(C1)OC1C(=O)OCC1)C(=O)OC)Cl (α-[(5-acetylamino-4-chloro-2-methoxycarbonylphenyl)oxy]-γ-butyrolactone), C(C)(=O)OC(C)=O (acetic anhydride). Product: C(C)(=O)N(C=1C(=CC2=C(OC3(C(OCC3)=O)C2=O)C1)Cl)C(C)=O (6-diacetylamino-5-chloro-4',5'-dihydrospiro[benzo[b]furan-2(3H), 3'(2'H)-furan]-2',3-dione). Reaction SMILES: [C:1]([NH:4][C:5]1[C:6]([Cl:22])=[CH:7][C:8]([C:18](OC)=[O:19])=[C:9]([O:11][CH:12]2[CH2:17][CH2:16][O:15][C:13]2=[O:14])[CH:10]=1)(=[O:3])[CH3:2].[C:23](OC(=O)C)(=[O:25])[CH3:24]>C(N(CC)CC)C>[C:23]([N:4]([C:1](=[O:3])[CH3:2])[C:5]1[C:6]([Cl:22])=[CH:7][C:8]2[C:18](=[O:19])[C:12]3([CH2:17][CH2:16][O:15][C:13]3=[O:14])[O:11][C:9]=2[CH:10]=1)(=[O:25])[CH3:24]. Solvent: C(C)N(CC)CC (triethylamine). Reported procedure: A mixture of 23 g. of α-[(5-acetylamino-4-chloro-2-methoxycarbonylphenyl)oxy]-γ-butyrolactone, 46 ml. of triethylamine and 230 ml. of acetic anhydride was heated at 120° C. for 5 hours. The solvents were evaporated off under reduced pressure, then the residue was poured into ice-water. The precipitating crystals were collected by filtration, washed with water and dried, followed by recrystallization from ethyl acetate to give 6-diacetylamino-5-chloro-4',5'-dihydrospiro[benzo[b]furan-2(3H), 3'(2'... The reactants are Cl.CC=1[N+](=C(OC1C)C1=CC=C(C=C1)C)[O-] (4,5-dimethyl-2-p-tolyloxazole 3-oxide hydrochloride), CS(=O)(=O)Cl (methanesulfonyl chloride), COCCOC (ethylene glycol dimethyl ether). The solvent is ClCCl (dichloromethane). Reaction conditions: temperature 15 celsius. The product is ClCC=1N=C(OC1C)C1=CC=C(C=C1)C (4-Chloromethyl-5-methyl-2-p-tolyloxazole). As a reaction SMILES: Cl.[CH3:2][C:3]1[N+:4]([O-])=[C:5]([C:9]2[CH:14]=[CH:13][C:12]([CH3:15])=[CH:11][CH:10]=2)[O:6][C:7]=1[CH3:8].CS([Cl:21])(=O)=O.COCCOC>ClCCl>[Cl:21][CH2:2][C:3]1[N:4]=[C:5]([C:9]2[CH:14]=[CH:13][C:12]([CH3:15])=[CH:11][CH:10]=2)[O:6][C:7]=1[CH3:8] |f:0.1|. Procedure details: 32.8 g (137 mmol) of 4,5-dimethyl-2-p-tolyloxazole 3-oxide hydrochloride were suspended in 165 ml of dichloromethane. 17.5 g (151 mmol) of methanesulfonyl chloride were added. The reaction was stirred at reflux up to full conversion (HPLC). Subsequently, 200 ml of ethylene glycol dimethyl ether were added, and the dichloromethane was distilled off under reduced pressure. The reaction mixture was cooled to 15° C. and 250 ml of water were added. The mixture was stirred at 15° C. for 1 hour. The pr...